Dataset: the Open Reaction Database (ORD), a public repository of structured organic reaction records. Task: describe an organic reaction: reactants, conditions, products, and yield The reactants are ClC1=NC(=C2NC=NC2=N1)NC1=CC(=CC=C1)C(F)(F)F (2-chloro-6-(3-trifluoromethyl-phenyl-amino)-purine), C([O-])([O-])=O.[Cs+].[Cs+] (caesium carbonate), C(C)I (ethyl iodide). Run in O1CCOCC1.O.CN(C)C=O (dioxane water DMF), C(C)(=O)OCC (ethyl acetate). Yields the product ClC1=NC(=C2N=CN(C2=N1)CC)NC1=CC(=CC=C1)C(F)(F)F (2-Chloro-9-ethyl-6-(3-trifluoromethyl-phenyl-amino)-9H-purine). RXN SMILES: [Cl:1][C:2]1[N:10]=[C:9]2[C:5]([NH:6][CH:7]=[N:8]2)=[C:4]([NH:11][C:12]2[CH:17]=[CH:16][CH:15]=[C:14]([C:18]([F:21])([F:20])[F:19])[CH:13]=2)[N:3]=1.C(=O)([O-])[O-].[Cs+].[Cs+].[CH2:28](I)[CH3:29]>O1CCOCC1.O.CN(C=O)C.C(OCC)(=O)C>[Cl:1][C:2]1[N:10]=[C:9]2[C:5]([N:6]=[CH:7][N:8]2[CH2:28][CH3:29])=[C:4]([NH:11][C:12]2[CH:17]=[CH:16][CH:15]=[C:14]([C:18]([F:21])([F:19])[F:20])[CH:13]=2)[N:3]=1 |f:1.2.3,5.6.7|. Reported procedure: A mixture comprising 1 g (3.2 mmol) of 2-chloro-6-(3-trifluoromethyl-phenyl-amino)-purine, 1.7 g (5.1 mmol) of caesium carbonate and 2.1 ml (25.6 mmol) of ethyl iodide in 7 ml of dioxane/water/DMF (8:2:2) is stirred at RT for 18 h. It is then diluted with ethyl acetate and the organic phase is washed with water. This phase is separated off and dried over sodium sulfate. After removal of the solvent, the residue is recrystallized from ethyl acetate and diethyl ether. 2-Chloro-9-ethyl-6-(3-trifluo... Starting materials: ClCCCCBr, O=C([O-])[O-], CCCCNc1nc(N)c2nc(OC)[nH]c2n1, O=C(O)C(F)(F)F, [K+], [K+], CN(C)C=O. Product: CCCCNc1nc(N)c2nc(OC)n(CCCCCl)c2n1. RXN SMILES: [Br:31][CH2:32][CH2:33][CH2:34][CH2:35][Cl:36].[C:25](=[O:26])([O-:27])[O-:28].[CH2:8]([CH2:9][CH2:10][CH3:11])[NH:12][c:13]1[n:14][c:15]([NH2:24])[c:16]2[n:17][c:18]([O:22][CH3:23])[nH:19][c:20]2[n:21]1.[F:1][C:2]([F:3])([F:4])[C:5]([OH:6])=[O:7].[K+:29].[K+:30].[O:37]=[CH:38][N:39]([CH3:40])[CH3:41]>>[CH2:8]([CH2:9][CH2:10][CH3:11])[NH:12][c:13]1[n:14][c:15]([NH2:24])[c:16]2[n:17][c:18]([O:22][CH3:23])[n:19]([CH2:32][CH2:33][CH2:34][CH2:35][Cl:36])[c:20]2[n:21]1.